This data is from the Open Reaction Database (ORD), a public repository of structured organic reaction records. The task is: describe an organic reaction: reactants, conditions, products, and yield The reactants are O=C1CNc2ncc(I)cc2N1Cc1c(Cl)cccc1Cl, CC1(C)OB(c2ccc(C(=O)N3CCC(N4CCCC4)CC3)cc2)OC1(C)C. Product: O=C(c1ccc(-c2cnc3c(c2)N(Cc2c(Cl)cccc2Cl)C(=O)CN3)cc1)N1CCC(N2CCCC2)CC1. As a reaction SMILES: [Cl:1][c:2]1[c:3]([CH2:4][N:5]2[c:6]3[c:7]([n:12][cH:13][c:14]([I:16])[cH:15]3)[NH:8][CH2:9][C:10]2=[O:11])[c:17]([Cl:21])[cH:18][cH:19][cH:20]1.[N:22]1([CH:27]2[CH2:28][CH2:29][N:30]([C:33](=[O:34])[c:35]3[cH:36][cH:37][c:38]([B:41]4[O:42][C:43]([CH3:44])([CH3:45])[C:46]([CH3:47])([CH3:48])[O:49]4)[cH:39][cH:40]3)[CH2:31][CH2:32]2)[CH2:23][CH2:24][CH2:25][CH2:26]1>>[Cl:1][c:2]1[c:3]([CH2:4][N:5]2[c:6]3[c:7]([n:12][cH:13][c:14](-[c:38]4[cH:37][cH:36][c:35]([C:33]([N:30]5[CH2:29][CH2:28][CH:27]([N:22]6[CH2:23][CH2:24][CH2:25][CH2:26]6)[CH2:32][CH2:31]5)=[O:34])[cH:40][cH:39]4)[cH:15]3)[NH:8][CH2:9][C:10]2=[O:11])[c:17]([Cl:21])[cH:18][cH:19][cH:20]1. Reactants: ON (hydroxyl-amine), C(C1=CC=CC=C1)(=O)C1=CC=CC=C1 (benzophenone), oxime, CCOC(=O)/N=N/C(=O)OCC (diethylazodicarboxylate), methyl ester, C1(=CC=CC=C1)P(C1=CC=CC=C1)C1=CC=CC=C1 (triphenyl phosphine). The solvent is C(C)O (ethanol). Yields the product O1N=CC2=C1C=CC=C2 (Benzisoxazole), final product 25. Reaction SMILES: [C:1](C1C=CC=CC=1)(=O)[C:2]1[CH:7]=[CH:6][CH:5]=[CH:4][CH:3]=1.[OH:15][NH2:16].CCOC(/N=N/C(OCC)=O)=O.C1(P(C2C=CC=CC=2)C2C=CC=CC=2)C=CC=CC=1>C(O)C>[O:15]1[C:3]2[CH:4]=[CH:5][CH:6]=[CH:7][C:2]=2[CH:1]=[N:16]1. Procedure: FIG. 17B shows the synthesis of the simplified benzophenone subunit. Compound 18 in FIG. 17B was conveniently prepared from commercial available 3-fluoro-4-methoxyacetophenone through Baeyer-Villiger oxidation followed by deacetation and subsequent protection with MOM group. MOM-directed ortholithiation followed by aryllithium addition to commercially available aldehyde 19 provided barbinol 20 in moderate yield. Similarly, Oxidation of barbinol 20 with active manganese dioxide gave the crucial i...